Task: describe an organic reaction: reactants, conditions, products, and yield. Dataset: the Open Reaction Database (ORD), a public repository of structured organic reaction records Yields the product ClC=1C=C(CNC2=C(C=CC(=C2)F)[N+](=O)[O-])C=CC1 (N-(3-Chlorobenzyl)-5-fluoro-2-nitrobenzenamine). As a reaction SMILES: F[C:2]1[CH:7]=[C:6]([F:8])[CH:5]=[CH:4][C:3]=1[N+:9]([O-:11])=[O:10].[Cl:12][C:13]1[CH:14]=[C:15]([CH:18]=[CH:19][CH:20]=1)[CH2:16][NH2:17].C(N(CC)C(C)C)(C)C>C(#N)C>[Cl:12][C:13]1[CH:14]=[C:15]([CH:18]=[CH:19][CH:20]=1)[CH2:16][NH:17][C:2]1[CH:7]=[C:6]([F:8])[CH:5]=[CH:4][C:3]=1[N+:9]([O-:11])=[O:10]. Isolated yield 94.5%. Reported procedure: 2,4-Difluoronitrobenzene (2.9 g, 18.1 mmol), 3-chlorobenzylamine (2.6 g, 18.1 mmol) and N,N-diisopropylethylamine (2.4 g, 18.1 mmol) were stirred in acetonitrile (25 mL) at room temperature for 2 hours. The solvent was evaporated and the crude mixture was dissolved in dichloromethane and washed with water. The dichloromethane was evaporated in vacuo to collect the title compound (4.8 g, 95% yield). 1H NMR (400 MHz, CDCl3): δ 8.55 (s, 1H), 8.25 (dd, 1H), 7.32-7.21 (m, 4H), 6.41 (m, 2H), 4.50 (d, ... Run in C(C)#N (acetonitrile). The reactants are FC1=C(C=CC(=C1)F)[N+](=O)[O-] (2,4-Difluoronitrobenzene), ClC=1C=C(CN)C=CC1 (3-chlorobenzylamine), C(C)(C)N(C(C)C)CC (N,N-diisopropylethylamine).